Dataset: the Open Reaction Database (ORD), a public repository of structured organic reaction records. Task: describe an organic reaction: reactants, conditions, products, and yield Reactants: CI, CC(=O)O, CN(C)C=O, [H-], [Na+], O=C(c1ccco1)c1cnn2c(-c3cccc(NC(=O)C4CC4)c3)ccnc12. Yields the product CN(C(=O)C1CC1)c1cccc(-c2ccnc3c(C(=O)c4ccco4)cnn23)c1. Reaction SMILES: [CH3:31][I:32].[CH3:33][C:34](=[O:35])[OH:36].[CH3:37][N:38]([CH3:39])[CH:40]=[O:41].[H-:29].[Na+:30].[o:1]1[c:2]([C:6](=[O:7])[c:8]2[cH:9][n:10][n:11]3[c:12]2[n:13][cH:14][cH:15][c:16]3-[c:17]2[cH:18][c:19]([NH:23][C:24](=[O:25])[CH:26]3[CH2:27][CH2:28]3)[cH:20][cH:21][cH:22]2)[cH:3][cH:4][cH:5]1>>[o:1]1[c:2]([C:6](=[O:7])[c:8]2[cH:9][n:10][n:11]3[c:12]2[n:13][cH:14][cH:15][c:16]3-[c:17]2[cH:18][c:19]([N:23]([C:24](=[O:25])[CH:26]3[CH2:27][CH2:28]3)[CH3:33])[cH:20][cH:21][cH:22]2)[cH:3][cH:4][cH:5]1.